From a dataset of the Open Reaction Database (ORD), a public repository of structured organic reaction records. describe an organic reaction: reactants, conditions, products, and yield Reactants: NC1=CC=C2C=CN=CC2=C1 (7-aminoisoquinoline), [N+](=[N-])=C(C(=O)OC)CC(C)C (methyl 2-diazo-4-methylpentanoate). Reagents/catalysts: C(C)(=O)[O-].[Rh+2].C(C)(=O)[O-] (rhodium(II) acetate). Solvent: C1(=CC=CC=C1)C (toluene). Run at temperature 80 celsius. Product: C1=NC=CC2=CC=C(C=C12)NC(C(=O)OC)CC(C)C (methyl 2-(isoquinolin-7-ylamino)-4-methylpentanoate). As a reaction SMILES: [NH2:1][C:2]1[CH:11]=[C:10]2[C:5]([CH:6]=[CH:7][N:8]=[CH:9]2)=[CH:4][CH:3]=1.[N+](=[C:14]([CH2:19][CH:20]([CH3:22])[CH3:21])[C:15]([O:17][CH3:18])=[O:16])=[N-]>C1(C)C=CC=CC=1.C([O-])(=O)C.[Rh+2].C([O-])(=O)C>[CH:9]1[C:10]2[C:5](=[CH:4][CH:3]=[C:2]([NH:1][CH:14]([CH2:19][CH:20]([CH3:22])[CH3:21])[C:15]([O:17][CH3:18])=[O:16])[CH:11]=2)[CH:6]=[CH:7][N:8]=1 |f:3.4.5|. Reported procedure: 800 mg of rhodium(II) acetate (dimer) are added to a solution of 5.19 g (36.0 mmol) of 7-aminoisoquinoline and 5.47 g (35.0 mmol) of methyl 2-diazo-4-methylpentanoate in 200 ml of toluene, and the mixture is heated at 80° C. for 12 hours. The cooled reaction mixture is filtered, and the filtrate is evaporated. The residue is chromatographed on a silica-gel column with ethyl acetate as eluent, giving methyl 2-(isoquinolin-7-ylamino)-4-methylpentanoate as a yellowish solid; ESI 273.